From a dataset of the Open Reaction Database (ORD), a public repository of structured organic reaction records. describe an organic reaction: reactants, conditions, products, and yield Starting materials: CC1CO1, COc1cc(CN2CCNCC2)ccc1Nc1ncc2ccc(-c3ccccc3N(C)S(C)(=O)=O)n2n1, CO. The product is COc1cc(CN2CCN(CC(C)O)CC2)ccc1Nc1ncc2ccc(-c3ccccc3N(C)S(C)(=O)=O)n2n1. As a reaction SMILES: [CH2:38]1[CH:39]([CH3:40])[O:41]1.[CH3:1][O:2][c:3]1[c:4]([NH:16][c:17]2[n:18][n:19]3[c:20]([cH:21][n:22]2)[cH:23][cH:24][c:25]3-[c:26]2[c:27]([N:32]([S:33](=[O:34])(=[O:35])[CH3:36])[CH3:37])[cH:28][cH:29][cH:30][cH:31]2)[cH:5][cH:6][c:7]([CH2:9][N:10]2[CH2:11][CH2:12][NH:13][CH2:14][CH2:15]2)[cH:8]1.[CH3:42][OH:43]>>[CH3:1][O:2][c:3]1[c:4]([NH:16][c:17]2[n:18][n:19]3[c:20]([cH:21][n:22]2)[cH:23][cH:24][c:25]3-[c:26]2[c:27]([N:32]([S:33](=[O:34])(=[O:35])[CH3:36])[CH3:37])[cH:28][cH:29][cH:30][cH:31]2)[cH:5][cH:6][c:7]([CH2:9][N:10]2[CH2:11][CH2:12][N:13]([CH2:38][CH:39]([CH3:40])[OH:41])[CH2:14][CH2:15]2)[cH:8]1. Starting materials: CI (methyl iodide), C([O-])([O-])=O.[K+].[K+] (potassium carbonate), NC1=C(C=CC=C1O)C(C)=O (2′-amino-3′-hydroxyacetophenone). Run in CN(C)C=O (DMF). Reaction conditions: time 1 hour. The product is NC1=C(C=CC=C1OC)C(C)=O (1-(2-Amino-3-methoxy-phenyl)-ethanone). Yield: 96.9%. Reaction SMILES: CI.[C:3](=O)([O-])[O-].[K+].[K+].[NH2:9][C:10]1[C:15]([OH:16])=[CH:14][CH:13]=[CH:12][C:11]=1[C:17](=[O:19])[CH3:18]>CN(C=O)C>[NH2:9][C:10]1[C:15]([O:16][CH3:3])=[CH:14][CH:13]=[CH:12][C:11]=1[C:17](=[O:19])[CH3:18] |f:1.2.3|. Reported procedure: Under an atmosphere of nitrogen, methyl iodide (1.35 g, 10 mmol) and potassium carbonate (4.39 g, 320 mmol) were added to a solution of 2′-amino-3′-hydroxyacetophenone (960 mg, 6 mmol, TCI Europe) in DMF (6 ml). The reaction mixture was stirred for 1 h at r.t., during which time the color of the mixture changed from light brown to dark green. The mixture was then worked up by extraction with H2O/ethyl acetate, drying of the organic phase (Na2SO4), and evaporation of solvent. The title compound (... Starting materials: C(=N)(N)NN.Cl (aminoguanidine hydrochloride), compound, C1(=CC=CC=C1)C#CC(=O)OC (Methyl phenylpropiolate), [Na] (sodium). The solvent is CO (methanol). Yields the product NC1=NNC(=N1)C#CC1=CC=CC=C1 (3-Amino-5-(2-phenylethynyl)-1H-1,2,4-triazole). Isolated yield 75.0%. As a reaction SMILES: [C:1]1([C:7]#[C:8][C:9](OC)=O)[CH:6]=[CH:5][CH:4]=[CH:3][CH:2]=1.[Na].[C:14]([NH:17][NH2:18])([NH2:16])=[NH:15].Cl>CO>[NH2:16][C:14]1[N:15]=[C:9]([C:8]#[C:7][C:1]2[CH:6]=[CH:5][CH:4]=[CH:3][CH:2]=2)[NH:18][N:17]=1 |f:2.3,^1:12|. Procedure details: The synthesis method of Example 7-(2) was applied. The compound (5.63 g) obtained in (1) above, methanol (85 ml), metallic sodium (3.29 g) and aminoguanidine hydrochloride (15.8 g) were used as reagents to give 4.87 g of a pale-brown solid (yield 75%). Reactants: ClC1=C(N)C=CC=C1Cl (2,3-dichloroaniline), C(C=O)(=O)O (glyoxylic acid), ClC1=C(C=C)C=CC=C1 (2-chlorostyrene). Product: ClC1=CC=C2C(CC(NC2=C1Cl)C(=O)O)C1=C(C=CC=C1)Cl (7,8-dichloro-4-(2-chlorophenyl)-1,2,3,4-tetrahydroquinoline-2-carboxylic Acid). Reaction SMILES: [Cl:1][C:2]1[C:8]([Cl:9])=[CH:7][CH:6]=[CH:5][C:3]=1[NH2:4].[C:10]([OH:14])(=[O:13])[CH:11]=O.[Cl:15][C:16]1[CH:23]=[CH:22][CH:21]=[CH:20][C:17]=1[CH:18]=[CH2:19]>>[Cl:9][C:8]1[C:2]([Cl:1])=[C:3]2[C:5]([CH:18]([C:17]3[CH:20]=[CH:21][CH:22]=[CH:23][C:16]=3[Cl:15])[CH2:19][CH:11]([C:10]([OH:14])=[O:13])[NH:4]2)=[CH:6][CH:7]=1. Procedure: Compound 65 was prepared from 2,3-dichloroaniline, glyoxylic acid and 2-chlorostyrene by the automated process. Reactants: O=C1N(C=CC2=CC=CC=C12)[C@H](C(=O)O)CC ((S)-2-(1-oxo-1H-isoquinolin-2-yl)-butyric acid), C(=O)C1=C(C(=O)O)C=CC=C1 (2-formylbenzoic acid), C(C)(C)(C)OC(C[C@@H](C(COC1=C(C(=CC(=C1F)F)F)F)O)N)=O ((3S)-3-amino-4-hydroxy-5-(2,3,5,6-tetrafluoro-phenoxy)-pentanoic acid tert-butyl ester). Yields the product O=C1N(C=CC2=CC=CC=C12)[C@H](C(=O)N[C@@H](CC(=O)O)C(COC1=C(C(=CC(=C1F)F)F)F)=O)CC ((S,S)-3-[2-(1-oxo-1H-isoquinolin-2-yl)-butyrylamino]-4-oxo-5-(2,3,5,6-tetrafluoro-phenoxy)-pentanoic acid). As a reaction SMILES: [O:1]=[C:2]1[C:11]2[C:6](=[CH:7][CH:8]=[CH:9][CH:10]=2)[CH:5]=[CH:4][N:3]1[C@@H:12]([CH2:16][CH3:17])[C:13]([OH:15])=O.C(C1C=CC=CC=1C(O)=O)=O.C([O:33][C:34](=[O:52])[CH2:35][C@H:36]([NH2:51])[CH:37]([OH:50])[CH2:38][O:39][C:40]1[C:45]([F:46])=[C:44]([F:47])[CH:43]=[C:42]([F:48])[C:41]=1[F:49])(C)(C)C>>[O:1]=[C:2]1[C:11]2[C:6](=[CH:7][CH:8]=[CH:9][CH:10]=2)[CH:5]=[CH:4][N:3]1[C@@H:12]([CH2:16][CH3:17])[C:13]([NH:51][C@H:36]([C:37](=[O:50])[CH2:38][O:39][C:40]1[C:45]([F:46])=[C:44]([F:47])[CH:43]=[C:42]([F:48])[C:41]=1[F:49])[CH2:35][C:34]([OH:52])=[O:33])=[O:15]. Procedure: This compound was prepared using (S)-2-(1-oxo-1H-isoquinolin-2-yl)-butyric acid (prepared from 2-formylbenzoic acid using procedures similar to those described in methods A-E) and (3S)-3-amino-4-hydroxy-5-(2,3,5,6-tetrafluoro-phenoxy)-pentanoic acid tert-butyl ester (prepared as described in methods N-P) using procedures similar to those described in methods F, G and E. The title compound was isolated by preparative HPLC. IR (solid) 2960.2, 1780.1, 1746.2, 1646.6, 1619.0, 1589.1, 1517.4, 1490.3,... Reactants: 3,5-bromopyridine, CN(C)C=O (DMF), [Li+].CC(C)[N-]C(C)C (LDA), BrC=1C=NC=C(C1[Li])Br (3,5-dibromo-4-lithiopyridine). Yields the product BrC=1C=NC=C(C1C=O)Br (3,5-dibromo-4-pyridinecarboxaldehyde). As a reaction SMILES: [Li+].CC([N-]C(C)C)C.[Br:9][C:10]1[CH:11]=[N:12][CH:13]=[C:14]([Br:17])[C:15]=1[Li].CN([CH:21]=[O:22])C>>[Br:9][C:10]1[CH:11]=[N:12][CH:13]=[C:14]([Br:17])[C:15]=1[CH:21]=[O:22] |f:0.1|. Reported procedure: Following the procedure of Gribble and Saulnier, (Tetrahedron Lett., 21:4137-4140 (1980)) reacting 3,5-bromopyridine (Aldrich) with LDA, and reacting the 3,5-dibromo-4-lithiopyridine with DMF provided 3,5-dibromo-4-pyridinecarboxaldehyde, which was then converted to the title compound by DIBAL reduction. 1H NMR (CDCl3) δ: 8.65 (s, 2H), 4.97 (s, 2H), 2.32 (s, br, 1H). Reported procedure: A mixture of the compound obtained from step k above (0.5 g), 3-fluoro-4-methylphenylboronic acid (0.314 g), tetrakistriphenylphosphinepalladium (0) (0.057 g), and potassium carbonate (0.414 g) was dried under high vacuum for 10 minutes. The vacuum was released under nitrogen atmosphere and dry dimethylformamide (5 mL) was added at room temperature. The reaction mixture was heated at 120° C. for 2 hours, and then quenched with water and extracted with ethyl acetate. The organic layer was washed ... Reaction SMILES: Br[C:2]1[CH:7]=[CH:6][C:5](/[CH:8]=[CH:9]/[C@@H:10]2[O:19][C@@H:13]3[O:14][C:15]([CH3:18])([CH3:17])[O:16][C@@H:12]3[C@@H:11]2[CH2:20][CH2:21][N:22]2[C:30](=[O:31])[C:29]3[C:24](=[CH:25][CH:26]=[CH:27][CH:28]=3)[C:23]2=[O:32])=[CH:4][CH:3]=1.[F:33][C:34]1[CH:35]=[C:36](B(O)O)[CH:37]=[CH:38][C:39]=1[CH3:40].C(=O)([O-])[O-].[K+].[K+]>C1C=CC([P]([Pd]([P](C2C=CC=CC=2)(C2C=CC=CC=2)C2C=CC=CC=2)([P](C2C=CC=CC=2)(C2C=CC=CC=2)C2C=CC=CC=2)[P](C2C=CC=CC=2)(C2C=CC=CC=2)C2C=CC=CC=2)(C2C=CC=CC=2)C2C=CC=CC=2)=CC=1>[F:33][C:34]1[CH:35]=[C:36]([C:2]2[CH:3]=[CH:4][C:5](/[CH:8]=[CH:9]/[C@@H:10]3[O:19][C@@H:13]4[O:14][C:15]([CH3:17])([CH3:18])[O:16][C@@H:12]4[C@@H:11]3[CH2:20][CH2:21][N:22]3[C:30](=[O:31])[C:29]4[C:24](=[CH:25][CH:26]=[CH:27][CH:28]=4)[C:23]3=[O:32])=[CH:6][CH:7]=2)[CH:37]=[CH:38][C:39]=1[CH3:40] |f:2.3.4,^1:53,55,74,93|. Starting materials: BrC1=CC=C(C=C1)/C=C/[C@H]1[C@H]([C@@H]2[C@@H](OC(O2)(C)C)O1)CCN1C(C2=CC=CC=C2C1=O)=O (2-(2-{(3aR,5S,6R,6aR)-5-[(E)-2-(4-bromophenyl)ethenyl]-2,2-dimethyltetrahydrofuro[2,3-d][1,3]dioxol-6-yl}ethyl)-1H-isoindole-1,3(2H)-dione), FC=1C=C(C=CC1C)B(O)O (3-fluoro-4-methylphenylboronic acid), C([O-])([O-])=O.[K+].[K+] (potassium carbonate). The reagents and catalysts are C=1C=CC(=CC1)[P](C=2C=CC=CC2)(C=3C=CC=CC3)[Pd]([P](C=4C=CC=CC4)(C=5C=CC=CC5)C=6C=CC=CC6)([P](C=7C=CC=CC7)(C=8C=CC=CC8)C=9C=CC=CC9)[P](C=1C=CC=CC1)(C=1C=CC=CC1)C=1C=CC=CC1 (tetrakistriphenylphosphinepalladium). Conditions: temperature 120 celsius. Product: FC=1C=C(C=CC1C)C1=CC=C(C=C1)/C=C/[C@H]1[C@H]([C@@H]2[C@@H](OC(O2)(C)C)O1)CCN1C(C2=CC=CC=C2C1=O)=O (2-(2-{(3aR,5S,6R,6aR)-5-[(E)-2-(3′-fluoro-4′-methylbiphenyl-4-yl)ethenyl]-2,2-dimethyltetrahydrofuro[2,3-d][1,3]dioxol-6-yl}ethyl)-1H-isoindole-1,3(2H)-dione). Starting materials: C(C)OC(CN1N=C(CC1C1=CC=C(C=C1)Br)C1=CC=C(C=C1)OC)=O ([5-(4-bromo-phenyl)-3-(4-methoxy-phenyl)-4,5-dihydro-pyrazol-1-yl]-acetic acid ethyl ester), C1=CC=C(C=2OC3=C(C21)C=CC=C3)B(O)O (4-dibenzofuranboronic acid), C(=O)([O-])[O-].[K+].[K+] (K2CO3), Pd[PPh3]4. Run in C1(=CC=CC=C1)C (toluene), O (water). Product: C(C)OC(CN1N=C(CC1C1=CC=C(C=C1)C1=CC=CC2=C1OC1=C2C=CC=C1)C1=CC=C(C=C1)OC)=O ([5-(4-Dibenzofuran-4-yl-phenyl)-3-(4-methoxy-phenyl)-4,5-dihydro-pyrazol-1-yl]-acetic acid ethyl ester). Isolated yield 78.1%. As a reaction SMILES: [CH2:1]([O:3][C:4](=[O:26])[CH2:5][N:6]1[CH:10]([C:11]2[CH:16]=[CH:15][C:14](Br)=[CH:13][CH:12]=2)[CH2:9][C:8]([C:18]2[CH:23]=[CH:22][C:21]([O:24][CH3:25])=[CH:20][CH:19]=2)=[N:7]1)[CH3:2].[CH:27]1[C:35]2[C:34]3[CH:36]=[CH:37][CH:38]=[CH:39][C:33]=3[O:32][C:31]=2[C:30](B(O)O)=[CH:29][CH:28]=1.C([O-])([O-])=O.[K+].[K+]>C1(C)C=CC=CC=1.O>[CH2:1]([O:3][C:4](=[O:26])[CH2:5][N:6]1[CH:10]([C:11]2[CH:16]=[CH:15][C:14]([C:39]3[C:33]4[O:32][C:31]5[CH:30]=[CH:29][CH:28]=[CH:27][C:35]=5[C:34]=4[CH:36]=[CH:37][CH:38]=3)=[CH:13][CH:12]=2)[CH2:9][C:8]([C:18]2[CH:23]=[CH:22][C:21]([O:24][CH3:25])=[CH:20][CH:19]=2)=[N:7]1)[CH3:2] |f:2.3.4|. Procedure details: A solution of [5-(4-bromo-phenyl)-3-(4-methoxy-phenyl)-4,5-dihydro-pyrazol-1-yl]-acetic acid ethyl ester (0.417 g, 1.0 mmol) and 4-dibenzofuranboronic acid (0.233 g, 1.1 mmol) in toluene (15 mL, X M) was treated with 2 N aq K2CO3 (1.5 mL, xx mmol) and Pd[PPh3]4 (0.058 g, 0.05 mmol). The resulting solution was heated to reflux for 2 h, cooled to room temperature, diluted with water (50 mL) and extracted with ethyl acetate (3×50 mL). The combined organic extracts were dried over MgSO4, filtered an... Starting materials: COc1ccccc1Oc1c(Cl)nc(-c2ncccn2)nc1NS(=O)(=O)c1ccc(C(C)(C)C)cc1, Cc1ccccc1, [Ca+2], [K], [OH-], [OH-], OCCO. The product is COc1ccccc1Oc1c(NS(=O)(=O)c2ccc(C(C)(C)C)cc2)nc(-c2ncccn2)nc1OCCO, [Ca]. As a reaction SMILES: [C:2]([CH3:3])([CH3:4])([CH3:5])[c:6]1[cH:7][cH:8][c:9]([S:12](=[O:13])(=[O:14])[NH:15][c:16]2[n:17][c:18](-[c:32]3[n:33][cH:34][cH:35][cH:36][n:37]3)[n:19][c:20]([Cl:31])[c:21]2[O:22][c:23]2[c:24]([O:29][CH3:30])[cH:25][cH:26][cH:27][cH:28]2)[cH:10][cH:11]1.[CH3:45][c:46]1[cH:47][cH:48][cH:49][cH:50][cH:51]1.[Ca+2:39].[K:1].[OH-:38].[OH-:40].[OH:41][CH2:42][CH2:43][OH:44]>>[C:2]([CH3:3])([CH3:4])([CH3:5])[c:6]1[cH:7][cH:8][c:9]([S:12](=[O:13])(=[O:14])[NH:15][c:16]2[n:17][c:18](-[c:32]3[n:33][cH:34][cH:35][cH:36][n:37]3)[n:19][c:20]([O:41][CH2:42][CH2:43][OH:44])[c:21]2[O:22][c:23]2[c:24]([O:29][CH3:30])[cH:25][cH:26][cH:27][cH:28]2)[cH:10][cH:11]1.[Ca:39]. The reactants are NCCNC(=S)NC1=CC=C2C(=NC=NC2=C1Cl)OC (1-(2-aminoethyl)-3-(8-chloro-4-methoxyquinazoline-7-yl)thiourea), mercuric oxide. Solvent: C(C)O (ethanol). Yields the product ClC=1C(=CC=C2C(=NC=NC12)OC)NC=1NCCN1 (8-chloro-7-(2-imidazolin-2-ylamino)-4-methoxyquinazoline). As a reaction SMILES: [NH2:1][CH2:2][CH2:3][NH:4][C:5]([NH:7][C:8]1[C:17]([Cl:18])=[C:16]2[C:11]([C:12]([O:19][CH3:20])=[N:13][CH:14]=[N:15]2)=[CH:10][CH:9]=1)=S>C(O)C>[Cl:18][C:17]1[C:8]([NH:7][C:5]2[NH:4][CH2:3][CH2:2][N:1]=2)=[CH:9][CH:10]=[C:11]2[C:16]=1[N:15]=[CH:14][N:13]=[C:12]2[O:19][CH3:20]. Procedure: A suspension of the thiourea prepared above (0.4 g) in ethanol (50 ml.) was stirred under reflux conditions (78°) with mercuric oxide (0.5 g) for 4 hours and filtered while hot. Evaporation of the filtrate yielded a white solid which was recrystallised from ethanol to give 0.1 g of 8-chloro-7-(2-imidazolin-2-ylamino)-4-methoxyquinazoline as a free base, m.p. 238°-239°.